From a dataset of the Open Reaction Database (ORD), a public repository of structured organic reaction records. describe an organic reaction: reactants, conditions, products, and yield Reactants: C1CCOC1, [Li+], CCOC(=O)c1ccc2[nH]c(=O)oc2c1, [OH-]. Product: O=C(O)c1ccc2[nH]c(=O)oc2c1. Reaction SMILES: [CH2:18]1[O:19][CH2:20][CH2:21][CH2:22]1.[Li+:17].[O:1]=[c:2]1[o:3][c:4]2[c:5]([nH:6]1)[cH:7][cH:8][c:9]([C:11](=[O:12])[O:13][CH2:14][CH3:15])[cH:10]2.[OH-:16]>>[O:1]=[c:2]1[o:3][c:4]2[c:5]([nH:6]1)[cH:7][cH:8][c:9]([C:11](=[O:12])[OH:13])[cH:10]2. Reactants: C(C)(C)(C)OC(NC(CCC[N+](=O)[O-])(C)C)=O ((1,1-Dimethyl-4-nitro-butyl)-carbamic acid tert-butyl ester), C(=O)(C(F)(F)F)O (TFA). Run in C(Cl)Cl (CH2Cl2). Product: FC(C(=O)O)(F)F.CC(CCC[N+](=O)[O-])(C)N (1,1-Dimethyl-4-nitro-butylamine trifluoroacetate). Isolated yield 88.0%. Reaction SMILES: C(OC(=O)[NH:7][C:8]([CH3:16])([CH3:15])[CH2:9][CH2:10][CH2:11][N+:12]([O-:14])=[O:13])(C)(C)C.[C:18]([OH:24])([C:20]([F:23])([F:22])[F:21])=[O:19]>C(Cl)Cl>[F:21][C:20]([F:23])([F:22])[C:18]([OH:24])=[O:19].[CH3:15][C:8]([NH2:7])([CH3:16])[CH2:9][CH2:10][CH2:11][N+:12]([O-:14])=[O:13] |f:3.4|. Procedure: To (1,1-Dimethyl-4-nitro-butyl)-carbamic acid tert-butyl ester (1.0 g, 4.0 mmol) in 25 mL CH2Cl2 at −10° C. was added 2.5 mL TFA. The mixture was warmed to rt and monitored by TLC. When judged complete by TLC analysis, the mixture was concentrated to give the 518 mg (88%) of the title compound as an orange oil: mass spectrum m/e=147 (M+1).